This data is from the Open Reaction Database (ORD), a public repository of structured organic reaction records. The task is: describe an organic reaction: reactants, conditions, products, and yield The reactants are [Li+], C1CCOC1, [OH-], O, COC(=O)c1ccc(C(=O)Nc2ccc3[nH]nc(-c4ccncc4)c3c2)cc1. Product: O=C(O)c1ccc(C(=O)Nc2ccc3[nH]nc(-c4ccncc4)c3c2)cc1. RXN SMILES: [Li+:31].[O:32]1[CH2:33][CH2:34][CH2:35][CH2:36]1.[OH-:30].[OH2:29].[n:1]1[cH:2][cH:3][c:4](-[c:7]2[n:8][nH:9][c:10]3[cH:11][cH:12][c:13]([NH:16][C:17](=[O:18])[c:19]4[cH:20][cH:21][c:22]([C:23](=[O:24])[O:25][CH3:26])[cH:27][cH:28]4)[cH:14][c:15]23)[cH:5][cH:6]1>>[n:1]1[cH:2][cH:3][c:4](-[c:7]2[n:8][nH:9][c:10]3[cH:11][cH:12][c:13]([NH:16][C:17](=[O:18])[c:19]4[cH:20][cH:21][c:22]([C:23](=[O:24])[OH:25])[cH:27][cH:28]4)[cH:14][c:15]23)[cH:5][cH:6]1. Reactants: C(C(C)C)(=O)O (isobutyric acid), [BH4-].[Na+] (NaBH4), [OH-].[Na+] (NaOH), C(C)N(C(=O)OC=1C=NC=CC1N)CC (4-amino-3-pyridinol N,N-diethylcarbamate). Solvent: C1=CC=CC=C1 (benzene). Conditions: temperature 85 celsius. The product is C(C)N(C(=O)OC=1C=NC=CC1NCC(C)C)CC (4-((2-Methylpropyl)amino)-3-pyridinol N,N-diethylcarbamate). Isolated yield 33.0%. As a reaction SMILES: [C:1](O)(=O)[CH:2]([CH3:4])[CH3:3].[BH4-].[Na+].[CH2:9]([N:11]([CH2:22][CH3:23])[C:12]([O:14][C:15]1[CH:16]=[N:17][CH:18]=[CH:19][C:20]=1[NH2:21])=[O:13])[CH3:10].[OH-].[Na+]>C1C=CC=CC=1>[CH2:22]([N:11]([CH2:9][CH3:10])[C:12]([O:14][C:15]1[CH:16]=[N:17][CH:18]=[CH:19][C:20]=1[NH:21][CH2:1][CH:2]([CH3:4])[CH3:3])=[O:13])[CH3:23] |f:1.2,4.5|. Reported procedure: A solution of isobutyric acid (49.85 g) in 100 ml of benzene was treated with NaBH4 (6.91 g added portionwise). After the frothing subsided, 4-amino-3-pyridinol N,N-diethylcarbamate (4.90 g) was added and the mixture was heated at 85° C. for 3 hours. The reaction mixture was poured into a dilute NaOH solution and the aqueous phase was extracted with ethyl acetate (3×). The combined organics were washed with water and dried (saturated NaCl, MgSO4). The desired amine was purified via flash chromat... Starting materials: CCCN(CC1CC1)c1cc(C(=O)O)ncn1, ClCCl, COC(=O)CCc1nn(C(=O)OC(C)(C)C)c2ccc(N)cc12. Product: CCCN(CC1CC1)c1cc(C(=O)Nc2ccc3c(c2)c(CCC(=O)OC)nn3C(=O)OC(C)(C)C)ncn1. Reaction SMILES: [CH:1]1([CH2:4][N:5]([c:6]2[cH:7][c:8]([C:12](=[O:13])[OH:14])[n:9][cH:10][n:11]2)[CH2:15][CH2:16][CH3:17])[CH2:2][CH2:3]1.[Cl:41][CH2:42][Cl:43].[NH2:18][c:19]1[cH:20][c:21]2[c:22]([CH2:35][CH2:36][C:37](=[O:38])[O:39][CH3:40])[n:23][n:24]([C:28](=[O:29])[O:30][C:31]([CH3:32])([CH3:33])[CH3:34])[c:25]2[cH:26][cH:27]1>>[CH:1]1([CH2:4][N:5]([c:6]2[cH:7][c:8]([C:12](=[O:14])[NH:18][c:19]3[cH:20][c:21]4[c:22]([CH2:35][CH2:36][C:37](=[O:38])[O:39][CH3:40])[n:23][n:24]([C:28](=[O:29])[O:30][C:31]([CH3:32])([CH3:33])[CH3:34])[c:25]4[cH:26][cH:27]3)[n:9][cH:10][n:11]2)[CH2:15][CH2:16][CH3:17])[CH2:2][CH2:3]1. Starting materials: C([O-])([O-])=O.[Na+].[Na+] (sodium carbonate), ClC(=O)OC (methyl chloroformate), C([O-])(O)=O.[Na+] (sodium bicarbonate), C1(=CC=CC=C1)C1SC[C@H](N1)C(=O)O (2-phenyl-4-(R)-carboxythiazolidine). The solvent is CCOCC (ether), O (water). Yields the product C1(=CC=CC=C1)C1SC[C@H](N1C(=O)OC)C(=O)O (2-phenyl-3-carbomethoxy-4-(R)-carboxythiazolidine). Yield: 96.5%. As a reaction SMILES: C(=O)([O-])[O-].[Na+].[Na+].C(=O)(O)[O-].[Na+].[C:12]1([CH:18]2[NH:22][C@H:21]([C:23]([OH:25])=[O:24])[CH2:20][S:19]2)[CH:17]=[CH:16][CH:15]=[CH:14][CH:13]=1.Cl[C:27]([O:29][CH3:30])=[O:28]>CCOCC.O>[C:12]1([CH:18]2[N:22]([C:27]([O:29][CH3:30])=[O:28])[C@H:21]([C:23]([OH:25])=[O:24])[CH2:20][S:19]2)[CH:13]=[CH:14][CH:15]=[CH:16][CH:17]=1 |f:0.1.2,3.4|. Procedure: To a mixture of 60 g. of sodium carbonate in 330 ml. of water and 220 ml. of 10% sodium bicarbonate was added 62.7 g. (0.3 mole) of 2-phenyl-4-(R)-carboxythiazolidine. A solution of 23.0 ml. (28.4 g., .3 mole) of methyl chloroformate in 75 ml. of ether was added dropwise over 30 minutes. The reaction mixture was stirred at room temperature for one additional hour. The entire reaction mixture, including some solid which occasionally separated, was acidified carefully (foaming) to pH 1 by the drop... The reactants are ClC(=O)OCC=C (allyl chloroformate), CCCCCC (hexane), OCCCC(=O)[O-].[Na+] (sodium 4-hydroxybutyrate), COC1=CC=C(CCl)C=C1 (4-methoxybenzyl chloride). Reagents/catalysts: CN(C)C1=CC=NC=C1 (4-(N,N-dimethylamino)pyridine). The solvent is C(C)(=O)OCC (ethyl acetate), CN(C=O)C (N,N-dimethylformamide), C(C)(=O)OCC (ethyl acetate), ClCCl (dichloromethane), C(C)(=O)OCC (ethyl acetate). Reaction conditions: temperature 100 celsius, time 16 hour. Product: C(C=C)OC(=O)OCCCC(=O)OCC1=CC=C(C=C1)OC (4-Methoxybenzyl 4-(allyloxycarbonyloxy)butyrate). Isolated yield 62.0%. As a reaction SMILES: [OH:1][CH2:2][CH2:3][CH2:4][C:5]([O-:7])=[O:6].[Na+].[CH3:9][O:10][C:11]1[CH:18]=[CH:17][C:14]([CH2:15]Cl)=[CH:13][CH:12]=1.Cl[C:20]([O:22][CH2:23][CH:24]=[CH2:25])=[O:21].CCCCCC>CN(C)C=O.C(OCC)(=O)C.ClCCl.CN(C1C=CN=CC=1)C>[CH2:23]([O:22][C:20]([O:1][CH2:2][CH2:3][CH2:4][C:5]([O:7][CH2:15][C:14]1[CH:17]=[CH:18][C:11]([O:10][CH3:9])=[CH:12][CH:13]=1)=[O:6])=[O:21])[CH:24]=[CH2:25] |f:0.1|. Reported procedure: To a suspension of commercially available sodium 4-hydroxybutyrate (10.3 g, 81.7 mmol) in N,N-dimethylformamide (80 ml) was added 4-methoxybenzyl chloride (12.8 g, 81.7 mmol), and the mixture was heated at 100° C. for 1 hour. After cooling, the mixture was diluted with ethyl acetate, and the resulting solution was washed three times with water and once with an aqueous solution of sodium chloride, dried over anhydrous magnesium sulfate, and the solvent was distilled off under reduced pressure to ... Reaction SMILES: [Br:13][CH:14]([Br:15])[CH3:16].[CH2:2]([CH2:3][CH:4]([CH3:5])[CH2:6][CH2:7][CH:8]=[C:9]([CH3:10])[CH3:11])[Cl:12].[Mg:1].[O:17]1[CH2:18][CH2:19][CH2:20][CH2:21]1>>[Cl-:12].[Mg+:1][CH2:2][CH2:3][CH:4]([CH3:5])[CH2:6][CH2:7][CH:8]=[C:9]([CH3:10])[CH3:11]. Product: [Cl-], CC(C)=CCCC(C)CC[Mg+]. Reactants: CC(Br)Br, CC(C)=CCCC(C)CCCl, [Mg], C1CCOC1. Starting materials: OC(C)(C=1C=NNC1)C1=CC=C(C(=O)OC)C=C1 (methyl 4-[1-hydroxy-1-(1H-pyrazol-4-yl)ethyl]benzoate), BrC=1C=C(C=C(C1)C)NC1=NC=CC(=N1)C(F)(F)F (N-(3-bromo-5-methylphenyl)-4-(trifluoromethyl)pyrimidin-2-amine), CNCCNC (N1,N2-dimethylethane-1,2-diamine), C([O-])([O-])=O.[Cs+].[Cs+] (cesium carbonate). Reagents/catalysts: [Cu]I (copper(I) iodide). Solvent: O1CCOCC1 (1,4-dioxane), C(C)(=O)OCC (ethyl acetate). Run at temperature 130 celsius, time 50 minute. Product: OC(C)(C=1C=NN(C1)C1=CC(=CC(=C1)NC1=NC=CC(=N1)C(F)(F)F)C)C1=CC=C(C(=O)OC)C=C1 (methyl 4-{1-hydroxy-1-[1-(3-methyl-5-{[4-(trifluoromethyl)pyrimidin-2-yl]amino}phenyl)-1H-pyrazol-4-yl]ethyl}benzoate). As a reaction SMILES: [OH:1][C:2]([C:9]1[CH:18]=[CH:17][C:12]([C:13]([O:15][CH3:16])=[O:14])=[CH:11][CH:10]=1)([C:4]1[CH:5]=[N:6][NH:7][CH:8]=1)[CH3:3].Br[C:20]1[CH:21]=[C:22]([NH:27][C:28]2[N:33]=[C:32]([C:34]([F:37])([F:36])[F:35])[CH:31]=[CH:30][N:29]=2)[CH:23]=[C:24]([CH3:26])[CH:25]=1.CNCCNC.C(=O)([O-])[O-].[Cs+].[Cs+]>O1CCOCC1.C(OCC)(=O)C.[Cu]I>[OH:1][C:2]([C:9]1[CH:18]=[CH:17][C:12]([C:13]([O:15][CH3:16])=[O:14])=[CH:11][CH:10]=1)([C:4]1[CH:5]=[N:6][N:7]([C:20]2[CH:21]=[C:22]([NH:27][C:28]3[N:33]=[C:32]([C:34]([F:37])([F:36])[F:35])[CH:31]=[CH:30][N:29]=3)[CH:23]=[C:24]([CH3:26])[CH:25]=2)[CH:8]=1)[CH3:3] |f:3.4.5|. Procedure details: A mixture of methyl 4-[1-hydroxy-1-(1H-pyrazol-4-yl)ethyl]benzoate (17 mg, 0.053 mmol), N-(3-bromo-5-methylphenyl)-4-(trifluoromethyl)pyrimidin-2-amine (13 mg, 0.053 mmol), copper(I) iodide (1 mg, 0.005 mmol), N1,N2-dimethylethane-1,2-diamine (0.47 mg, 0.005 mmol), and cesium carbonate (52 mg, 0.16 mmol) in 1,4-dioxane (2 mL) was stirred at 130° C. for 50 minutes. After being cooled to room temperature, the mixture was diluted with ethyl acetate and washed with brine. The organic layer was conce... Starting materials: C(C)S(=O)(=O)C1=CC2=C(O1)C=CC=C2O (2-(ethylsulfonyl)-4-hydroxybenzo(b)furan), S(=O)(=O)(OC[C@@H]1CO1)C1=CC=C([N+](=O)[O-])C=C1 ((S)-glycidyl nosylate), C([O-])([O-])=O.[K+].[K+] (potassium carbonate). Yields the product crude product, C(C)S(=O)(=O)C1=CC2=C(O1)C=CC=C2OC[C@@H]2CO2 ((S)-2-(ethylsulfonyl)-4-glycidyloxybenzo(b)furan). Isolated yield 105.5%. Reaction SMILES: [CH2:1]([S:3]([C:6]1[O:10][C:9]2[CH:11]=[CH:12][CH:13]=[C:14]([OH:15])[C:8]=2[CH:7]=1)(=[O:5])=[O:4])[CH3:2].S(C1C=CC([N+]([O-])=O)=CC=1)(O[CH2:20][C@H:21]1[O:23][CH2:22]1)(=O)=O.C(=O)([O-])[O-].[K+].[K+]>>[CH2:1]([S:3]([C:6]1[O:10][C:9]2[CH:11]=[CH:12][CH:13]=[C:14]([O:15][CH2:20][C@H:21]3[O:23][CH2:22]3)[C:8]=2[CH:7]=1)(=[O:4])=[O:5])[CH3:2] |f:2.3.4|. Procedure: By the reactions in the same manner as in Starting Material Synthesis Example 1 using 2-(ethylsulfonyl)-4-hydroxybenzo(b)furan (2.75 g), (S)-glycidyl nosylate (3.48 g) and potassium carbonate (5.05 g), a crude product of the title compound (3.62 g) was obtained as a pale-yellow oil.